The task is: describe an organic reaction: reactants, conditions, products, and yield. This data is from the Open Reaction Database (ORD), a public repository of structured organic reaction records. Starting materials: C(C1=CC=CC=C1)(=O)NC1CCC(N2N(C1=O)C(CCC2)C(=O)NC2C(OC(C2)=O)OCC2=CC=CC=C2)=O (9-Benzoylamino-6,10-dioxo-1,2,3,4,7,8,9,10-octahydro-N-(2-benzyloxy-5-oxotetrahydrofuran-3-yl)-6H-pyridazino[1,2-a][1,2]diazepine-1-carboxamide), ( 75/25 ), [K+].[Br-] (KBr). Run in C(Cl)Cl (CH2Cl2). Yields the product C(C1=CC=CC=C1)(=O)NC1CCC(N2N(C1=O)C(CCC2)C(=O)NC2C(OC(C2)=O)OCCC2=CC=CC=C2)=O (9-Benzoylamino-6,10-dioxo-1,2,3,4,7,8,9,10-octahydro-N-(2-phenethyloxy-5-oxotetrahydrofuran-3-yl)-6H-pyridazino[1,2-a][1,2]diazepine-1-carboxamide). As a reaction SMILES: [C:1]([NH:9][CH:10]1[C:16](=[O:17])[N:15]2[CH:18]([C:22]([NH:24][CH:25]3[CH2:29][C:28](=[O:30])[O:27][CH:26]3[O:31][CH2:32]C3C=CC=CC=3)=[O:23])[CH2:19][CH2:20][CH2:21][N:14]2[C:13](=[O:39])[CH2:12][CH2:11]1)(=[O:8])[C:2]1[CH:7]=[CH:6][CH:5]=[CH:4][CH:3]=1.[K+].[Br-]>C(Cl)Cl>[C:1]([NH:9][CH:10]1[C:16](=[O:17])[N:15]2[CH:18]([C:22]([NH:24][CH:25]3[CH2:29][C:28](=[O:30])[O:27][CH:26]3[O:31][CH2:32][CH2:1][C:2]3[CH:7]=[CH:6][CH:5]=[CH:4][CH:3]=3)=[O:23])[CH2:19][CH2:20][CH2:21][N:14]2[C:13](=[O:39])[CH2:12][CH2:11]1)(=[O:8])[C:2]1[CH:3]=[CH:4][CH:5]=[CH:6][CH:7]=1 |f:1.2|. Procedure: was prepared by a similar method as compound 213e to afford a mixture of diastereoisomers (75/25) as a white solid (258 mg, 83%): mp. 101° C.; [α]D25 −96° (c 0.2, CH2Cl2); IR (KBr) 3328, 2935, 2978, 1732, 1669, 1603, 1483, 1450, 1414, 1237, 1155, 1082, 989, 755; 1H NMR (CDCl3) δ7.84-7.80 (2H, m), 7.54-7.17 (8H, m), 7.06-6.99 (1H, m), 6.25 (1H, d, J=7.9H), 5.41 (0.75H, d, J=5.4H), 5.31 (0.25H, bs), 5.23-5.09 (1H, m), 4.93-4.87, (1H, m), 4.68-4.51 (2H, m), 4.40-4.33 (0.25H, m), 4.24-4.14 (0.75H, m...